From a dataset of the Open Reaction Database (ORD), a public repository of structured organic reaction records. describe an organic reaction: reactants, conditions, products, and yield Starting materials: O=C([O-])[O-], COC(=O)c1cc(C(C)=O)ccc1O, CCC(C)=O, CCCI, [K+], [K+]. Product: CCCOc1ccc(C(C)=O)cc1C(=O)OC. RXN SMILES: [C:19](=[O:20])([O-:21])[O-:22].[C:1]([CH3:2])(=[O:3])[c:4]1[cH:5][cH:6][c:7]([OH:14])[c:8]([C:9](=[O:10])[O:11][CH3:12])[cH:13]1.[CH3:25][C:26](=[O:27])[CH2:28][CH3:29].[I:15][CH2:16][CH2:17][CH3:18].[K+:23].[K+:24]>>[C:1]([CH3:2])(=[O:3])[c:4]1[cH:5][cH:6][c:7]([O:14][CH2:16][CH2:17][CH3:18])[c:8]([C:9](=[O:10])[O:11][CH3:12])[cH:13]1. Starting materials: O=C1CCCc2cc(Br)ccc21, BrCc1ccccc1, [Li]CCCC, CC(C)NC(C)C, C1CCOC1. Product: O=C1c2ccc(Br)cc2CCC1Cc1ccccc1. As a reaction SMILES: [Br:13][c:14]1[cH:15][c:16]2[c:21]([cH:22][cH:23]1)[C:20](=[O:24])[CH2:19][CH2:18][CH2:17]2.[Br:25][CH2:26][c:27]1[cH:28][cH:29][cH:30][cH:31][cH:32]1.[CH2:8]([Li:9])[CH2:10][CH2:11][CH3:12].[CH:1]([NH:2][CH:3]([CH3:4])[CH3:5])([CH3:6])[CH3:7].[O:33]1[CH2:34][CH2:35][CH2:36][CH2:37]1>>[Br:13][c:14]1[cH:15][c:16]2[c:21]([cH:22][cH:23]1)[C:20](=[O:24])[CH:19]([CH2:26][c:27]1[cH:28][cH:29][cH:30][cH:31][cH:32]1)[CH2:18][CH2:17]2. The reactants are N1(C=NC=C1)C1=CC=C(C=C1)C=1C=CC2=C(C=C(CCO2)C(=O)O)C1 (7-(4-(1-imidazolyl)-phenyl)-2,3-dihydro-l-benzoxepine-4-carboxylic acid), CN(C1CCOCC1)CC1=CC=C(N)C=C1 (4-(N-methyl-N-(tetrahydropyran-4-yl)aminomethyl)aniline), ON1N=NC2=C1C=CC=C2 (1-hydroxybenzotriazole), Cl.C(C)N=C=NCCCN(C)C (1-ethyl-3-(3-dimethylaminopropyl)carbodiimide hydrochloride). Reagents/catalysts: CN(C1=CC=NC=C1)C (4-dimethylaminopyridine). The solvent is CN(C=O)C (dimethylformamide), C(C)N(CC)CC (triethylamine). The product is N1(C=NC=C1)C1=CC=C(C=C1)C=1C=CC2=C(C=C(CCO2)C(=O)NC2=CC=C(C=C2)CN(C)C2CCOCC2)C1 (7-(4-(1-imidazolyl)-phenyl)-N-(4-((N-tetra-hydropyran-4-yl-N-methylamino)methyl)-phenyl)-2,3-dihydro-1-benzoxepine-4-carboxamide). The yield is 52.6%. Reaction SMILES: [N:1]1([C:6]2[CH:11]=[CH:10][C:9]([C:12]3[CH:13]=[CH:14][C:15]4[O:21][CH2:20][CH2:19][C:18]([C:22](O)=[O:23])=[CH:17][C:16]=4[CH:25]=3)=[CH:8][CH:7]=2)[CH:5]=[CH:4][N:3]=[CH:2]1.[CH3:26][N:27]([CH2:34][C:35]1[CH:41]=[CH:40][C:38]([NH2:39])=[CH:37][CH:36]=1)[CH:28]1[CH2:33][CH2:32][O:31][CH2:30][CH2:29]1.ON1C2C=CC=CC=2N=N1.Cl.C(N=C=NCCCN(C)C)C>CN(C)C=O.CN(C)C1C=CN=CC=1.C(N(CC)CC)C>[N:1]1([C:6]2[CH:7]=[CH:8][C:9]([C:12]3[CH:13]=[CH:14][C:15]4[O:21][CH2:20][CH2:19][C:18]([C:22]([NH:39][C:38]5[CH:40]=[CH:41][C:35]([CH2:34][N:27]([CH:28]6[CH2:33][CH2:32][O:31][CH2:30][CH2:29]6)[CH3:26])=[CH:36][CH:37]=5)=[O:23])=[CH:17][C:16]=4[CH:25]=3)=[CH:10][CH:11]=2)[CH:5]=[CH:4][N:3]=[CH:2]1 |f:3.4|. Reported procedure: To a solution of 7-(4-(1-imidazolyl)-phenyl)-2,3-dihydro-l-benzoxepine-4-carboxylic acid (0.13g), 4-(N-methyl-N-(tetrahydropyran-4-yl)aminomethyl)aniline (0.11g) and 1-hydroxybenzotriazole (0.07g) in dimethylformamide (20ml) was added 1-ethyl-3-(3-dimethylaminopropyl)carbodiimide hydrochloride (0.13g) under ice-cooling. Under nitrogen atmosphere, the mixture was warmed to room temperature. To the mixture were added 4-dimethylaminopyridine (catalytic amount) and triethylamine (0.2ml), and the mix... As a reaction SMILES: [OH:1][CH:2]([CH2:21][N:22]([C:26]([O:28][C:29]([CH3:32])([CH3:31])[CH3:30])=[O:27])[CH2:23][CH2:24][CH3:25])[CH2:3][O:4][CH:5]([CH2:14][C:15]1[CH:20]=[CH:19][CH:18]=[CH:17][CH:16]=1)[C:6]([C:8]1[CH:13]=[CH:12][CH:11]=[CH:10][CH:9]=1)=[O:7].[H-].[Na+].S(OC)(O[CH3:39])(=O)=O.Cl>CN(C=O)C>[CH3:39][O:1][CH:2]([CH2:21][N:22]([C:26]([O:28][C:29]([CH3:31])([CH3:30])[CH3:32])=[O:27])[CH2:23][CH2:24][CH3:25])[CH2:3][O:4][CH:5]([CH2:14][C:15]1[CH:20]=[CH:19][CH:18]=[CH:17][CH:16]=1)[C:6]([C:8]1[CH:13]=[CH:12][CH:11]=[CH:10][CH:9]=1)=[O:7] |f:1.2|. Reactants: OC(COC(C(=O)C1=CC=CC=C1)CC1=CC=CC=C1)CN(CCC)C(=O)OC(C)(C)C (2-[2-hydroxy-3-(tert.-butyloxycarbonyl-propylamino)-propoxy]-3-phenyl-propiophenone), Cl (HCl), [H-].[Na+] (sodium hydride), S(=O)(=O)(OC)OC (dimethyl sulphate). Product: COC(COC(C(=O)C1=CC=CC=C1)CC1=CC=CC=C1)CN(CCC)C(=O)OC(C)(C)C (2-[2-Methoxy-3-(tert.-butyloxycarbonyl-propylamino)-propoxy]-3-phenyl-propiophenone). Procedure: 5 g. (11.3 mMol) 2-[2-hydroxy-3-(tert.-butyloxycarbonyl-propylamino)-propoxy]-3-phenyl-propiophenone are dissolved in 50 ml. abs. DMF and mixed at 0° C. with 0.30 g. (12.5 mMol) sodium hydride. Thereafter, it is stirred for 70 minutes at room temperature. Subsequently, the reaction mixture is cooled to 0° C. and a solution of 1.60 g. (12.5 mMol) dimethyl sulphate in 5 ml. absolute DMF added dropwise thereto. After 40 minutes at 0° to 5° C., the reaction mixture is emptied into 2N HCl. The phases... Run at time 70 minute. Solvent: CN(C)C=O (DMF), CN(C)C=O (DMF). Reactants: CC1=CC=C(CNCC(C2=CC=CC=C2)(CC2=CC(=C(C=C2)OC)OC)O)C=C1 (α-[[(4-methylbenzyl)amino]methyl]-3,4-dimethoxybenzyl benzyl alcohol), FC(C(=O)O)(F)F (trifluoroacetic acid), S(O)(O)(=O)=O (sulfuric acid). Product: COC=1C=C(C=CC1OC)C1CNCC2=CC=C(C=C12)C (4-(3,4-dimethoxyphenyl)-6-methyl-1,2,3,4tetrahydroisoquinoline). As a reaction SMILES: CC1C=CC([CH2:6][NH:7][CH2:8][C:9](O)([CH2:16][C:17]2C=[CH:21][C:20]([O:23][CH3:24])=[C:19]([O:25][CH3:26])[CH:18]=2)[C:10]2[CH:15]=[CH:14][CH:13]=[CH:12][CH:11]=2)=CC=1.S(=O)(=O)(O)O.F[C:36](F)(F)C(O)=O>>[CH3:24][O:23][C:20]1[CH:21]=[C:16]([CH:9]2[C:10]3[C:11](=[CH:12][CH:13]=[C:14]([CH3:36])[CH:15]=3)[CH2:6][NH:7][CH2:8]2)[CH:17]=[CH:18][C:19]=1[O:25][CH3:26]. Reported procedure: 530 mg of α-[[(4-methylbenzyl)amino]methyl]-3,4-dimethoxybenzyl benzyl alcohol was dissolved in 4 ml of trifluoroacetic acid, and after adding thereto 0.12 ml of conc. sulfuric acid under ice cooling, the mixture was allowed to react for 30 minutes. The reaction solution was concentrated, and subjected to azeotropic distillation with toluene 2 times. After adding chloroform, the mixture was basified by addition of 28% aqueous ammonia. By a separating procedure, the chloroform layer was collected... The reactants are COC(=O)COc1c(CCC(C)C)c(OC)cc(OC)c1C(=O)CCc1ccc(OC)c(O)c1, CO, Cl, [K+], [OH-]. Product: COc1ccc(CCC(=O)c2c(OC)cc(OC)c(CCC(C)C)c2OCC(=O)O)cc1O. As a reaction SMILES: [CH3:1][O:2][c:3]1[c:4]([CH2:30][CH2:31][CH:32]([CH3:33])[CH3:34])[c:5]([O:24][CH2:25][C:26](=[O:27])[O:28][CH3:29])[c:6]([C:11]([CH2:12][CH2:13][c:14]2[cH:15][c:16]([OH:22])[c:17]([O:20][CH3:21])[cH:18][cH:19]2)=[O:23])[c:7]([O:9][CH3:10])[cH:8]1.[CH3:38][OH:39].[ClH:37].[K+:36].[OH-:35]>>[CH3:1][O:2][c:3]1[c:4]([CH2:30][CH2:31][CH:32]([CH3:33])[CH3:34])[c:5]([O:24][CH2:25][C:26](=[O:27])[OH:28])[c:6]([C:11]([CH2:12][CH2:13][c:14]2[cH:15][c:16]([OH:22])[c:17]([O:20][CH3:21])[cH:18][cH:19]2)=[O:23])[c:7]([O:9][CH3:10])[cH:8]1. Starting materials: O (water), FC(C(=O)O)(F)F (Trifluoroacetic acid), C(=O)(O)C(C(O)C=1C=C2C(=CN(C2=CC1)CCC)CC1=C(C=C(C(=O)OC)C=C1)OC)(C)C (methyl 4-[5-(2-carboxy-1 hydroxy-2-methylpropyl)-1-propylindol-3-ylmethyl]-3-methoxybenzoate), C(C)[SiH](CC)CC (triethylsilane). As a reaction SMILES: FC(F)(F)C(O)=O.[C:8]([C:11]([CH3:40])([CH3:39])[CH:12]([C:14]1[CH:15]=[C:16]2[C:20](=[CH:21][CH:22]=1)[N:19]([CH2:23][CH2:24][CH3:25])[CH:18]=[C:17]2[CH2:26][C:27]1[CH:36]=[CH:35][C:30]([C:31]([O:33][CH3:34])=[O:32])=[CH:29][C:28]=1[O:37][CH3:38])O)([OH:10])=[O:9].C([SiH](CC)CC)C.O>C(Cl)(Cl)(Cl)Cl>[C:8]([C:11]([CH3:39])([CH3:40])[CH2:12][C:14]1[CH:15]=[C:16]2[C:20](=[CH:21][CH:22]=1)[N:19]([CH2:23][CH2:24][CH3:25])[CH:18]=[C:17]2[CH2:26][C:27]1[CH:36]=[CH:35][C:30]([C:31]([O:33][CH3:34])=[O:32])=[CH:29][C:28]=1[O:37][CH3:38])([OH:10])=[O:9]. Yield: 56.0%. Product: C(=O)(O)C(CC=1C=C2C(=CN(C2=CC1)CCC)CC1=C(C=C(C(=O)OC)C=C1)OC)(C)C (methyl 4-[5-(2-carboxy-2-methylpropyl)-1-propylindol-3-ylmethyl]-3-methoxybenzoate). Procedure details: Trifluoroacetic acid (1.25 g) was added slowly to a stirred solution of methyl 4-[5-(2-carboxy-1 hydroxy-2-methylpropyl)-1-propylindol-3-ylmethyl]-3-methoxybenzoate 0.5 g) and triethylsilane (0.128 g) in carbon tetrachloride (7 ml) under an atmosphere of nitrogen. After 35 min, the mixture was poured into water and extracted with ethyl acetate. The combined organic extracts were washed (water (4 times), brine), dried (MgSO4) and evaporated to give a dark oil. The product was purified by flash ch... Reaction conditions: time 35 minute. Run in C(Cl)(Cl)(Cl)Cl (carbon tetrachloride).